Task: describe an organic reaction: reactants, conditions, products, and yield. Dataset: the Open Reaction Database (ORD), a public repository of structured organic reaction records Reactants: CN1C(C(=CC(=C1)B1OC(C(O1)(C)C)(C)C)NC1=NC=C(C=C1)N1[C@@H](CN(CC1)C1COC1)C)=O ((R)-1-methyl-3-(5-(2-methyl-4-(oxetan-3-yl)piperazin-1-yl)pyridin-2-ylamino)-5-(4,4,5,5-tetramethyl-1,3,2-dioxaborolan-2-yl)pyridin-2(1H)-one), BrC1=C(C=O)C(=CC(=C1)F)N1C(C2=C(C=C(C=C2C=N1)C(C)(C)C)F)=O (2-bromo-6-(6-tert-butyl-8-fluoro-1-oxophthalazin-2(1H)-yl)-4-fluorobenzaldehyde), [O-]P(=O)([O-])[O-].[K+].[K+].[K+] (K3PO4), CC(=O)[O-].[Na+] (NaOAc). The reagents and catalysts are C1=CC=C(C=C1)P([C-]2C=CC=C2)C3=CC=CC=C3.C1=CC=C(C=C1)P([C-]2C=CC=C2)C3=CC=CC=C3.Cl[Pd]Cl.[Fe+2] (PdCl2(dppf)). Run in O (H2O), CC#N (CH3CN). Conditions: temperature 80 celsius. Yields the product C(C)(C)(C)C=1C=C2C=NN(C(C2=C(C1)F)=O)C1=C(C=O)C(=CC(=C1)F)C1=CN(C(C(=C1)NC1=NC=C(C=C1)N1[C@@H](CN(CC1)C1COC1)C)=O)C ((R)-2-(6-tert-butyl-8-fluoro-1-oxophthalazin-2(1H)-yl)-4-fluoro-6-(1-methyl-5-(5-(2-methyl-4-(oxetan-3-yl)piperazin-1-yl)pyridin-2-ylamino)-6-oxo-1,6-dihydro-pyridin-3-yl)benzaldehyde). The yield is 30.7%. Reaction SMILES: [CH3:1][N:2]1[CH:7]=[C:6](B2OC(C)(C)C(C)(C)O2)[CH:5]=[C:4]([NH:17][C:18]2[CH:23]=[CH:22][C:21]([N:24]3[CH2:29][CH2:28][N:27]([CH:30]4[CH2:33][O:32][CH2:31]4)[CH2:26][C@H:25]3[CH3:34])=[CH:20][N:19]=2)[C:3]1=[O:35].Br[C:37]1[CH:44]=[C:43]([F:45])[CH:42]=[C:41]([N:46]2[N:55]=[CH:54][C:53]3[C:48](=[C:49]([F:60])[CH:50]=[C:51]([C:56]([CH3:59])([CH3:58])[CH3:57])[CH:52]=3)[C:47]2=[O:61])[C:38]=1[CH:39]=[O:40].[O-]P([O-])([O-])=O.[K+].[K+].[K+].CC([O-])=O.[Na+]>C1C=CC(P(C2C=CC=CC=2)[C-]2C=CC=C2)=CC=1.C1C=CC(P(C2C=CC=CC=2)[C-]2C=CC=C2)=CC=1.Cl[Pd]Cl.[Fe+2].O.CC#N>[C:56]([C:51]1[CH:52]=[C:53]2[C:48](=[C:49]([F:60])[CH:50]=1)[C:47](=[O:61])[N:46]([C:41]1[CH:42]=[C:43]([F:45])[CH:44]=[C:37]([C:6]3[CH:5]=[C:4]([NH:17][C:18]4[CH:23]=[CH:22][C:21]([N:24]5[CH2:29][CH2:28][N:27]([CH:30]6[CH2:31][O:32][CH2:33]6)[CH2:26][C@H:25]5[CH3:34])=[CH:20][N:19]=4)[C:3](=[O:35])[N:2]([CH3:1])[CH:7]=3)[C:38]=1[CH:39]=[O:40])[N:55]=[CH:54]2)([CH3:59])([CH3:57])[CH3:58] |f:2.3.4.5,6.7,8.9.10.11|. Procedure details: A 50-mL single-neck round-bottomed flask equipped with a magnetic stirrer and a reflux condenser was charged with (R)-1-methyl-3-(5-(2-methyl-4-(oxetan-3-yl)piperazin-1-yl)pyridin-2-ylamino)-5-(4,4,5,5-tetramethyl-1,3,2-dioxaborolan-2-yl)pyridin-2(1H)-one (173 mg, 1.0 eq., 0.36 mmol), 2-bromo-6-(6-tert-butyl-8-fluoro-1-oxophthalazin-2(1H)-yl)-4-fluorobenzaldehyde 101i (152 mg, 1.0 eq., 0.36 mmol), K3PO4 (152 mg, 2.0 eq., 0.72 mmol), PdCl2(dppf) (26 mg, 0.1 eq., 0.036 mmol), NaOAc (59 mg, 2.0 eq.... Reactants: C(=O)(O)[O-].[Na+] (NaHCO3), C(C)(C)(C)OC(NC1=NC=CC(=C1)CC(C)(C1=CC=CC=C1)O)=O ([4-(2-hydroxy-2-phenyl-propyl)-pyridin-2-yl]-carbamic acid tert-butyl ester), FC(C(=O)O)(F)F (trifluoroacetic acid), CCOC(=O)C (EtOAc). The solvent is O (water), C(Cl)Cl (DCM). Conditions: time 16 hour. Product: NC1=NC=CC(=C1)CC(C)(O)C1=CC=CC=C1 (1-(2-Amino-pyridin-4-yl)-2-phenyl-propan-2-ol). Isolated yield 122.2%. As a reaction SMILES: C(OC(=O)[NH:7][C:8]1[CH:13]=[C:12]([CH2:14][C:15]([OH:23])([C:17]2[CH:22]=[CH:21][CH:20]=[CH:19][CH:18]=2)[CH3:16])[CH:11]=[CH:10][N:9]=1)(C)(C)C.FC(F)(F)C(O)=O.CCOC(C)=O.C([O-])(O)=O.[Na+]>C(Cl)Cl.O>[NH2:7][C:8]1[CH:13]=[C:12]([CH2:14][C:15]([C:17]2[CH:18]=[CH:19][CH:20]=[CH:21][CH:22]=2)([OH:23])[CH3:16])[CH:11]=[CH:10][N:9]=1 |f:3.4|. Reported procedure: To the solution of [4-(2-hydroxy-2-phenyl-propyl)-pyridin-2-yl]-carbamic acid tert-butyl ester (140 mg, 0.43 mmol) in DCM (4 mL) is added trifluoroacetic acid (0.3 mL). The mixture is stirred for 16 hrs at room temperature. Then EtOAc (35 mL) is added followed by the addition of saturated NaHCO3 aquaous solution (15 mL) and water (15 mL). The mixture is stirred for 15 min and the aqueous layer is separated. The aqueous layer is then extracted with EtOAc (2×25 mL). All the organic layers are comb... Reactants: O=C([O-])[O-], C1CCNCC1, CC(C)=O, FC(F)(F)c1cc(C#CCBr)cc(C(F)(F)F)c1, [K+], [K+]. Yields the product FC(F)(F)c1cc(C#CCN2CCCCC2)cc(C(F)(F)F)c1. RXN SMILES: [C:25](=[O:26])([O-:27])[O-:28].[CH2:19]1[CH2:20][CH2:21][NH:22][CH2:23][CH2:24]1.[CH3:31][C:32](=[O:33])[CH3:34].[F:1][C:2]([c:3]1[cH:4][c:5]([C:13]#[C:14][CH2:15][Br:16])[cH:6][c:7]([C:9]([F:10])([F:11])[F:12])[cH:8]1)([F:17])[F:18].[K+:29].[K+:30]>>[F:1][C:2]([c:3]1[cH:4][c:5]([C:13]#[C:14][CH2:15][N:22]2[CH2:21][CH2:20][CH2:19][CH2:24][CH2:23]2)[cH:6][c:7]([C:9]([F:10])([F:11])[F:12])[cH:8]1)([F:17])[F:18]. Reactants: COC(CCCCCCN1[C@H](CCC1=O)\C=C\C(C=1C=C(C=CC1)C1=C(C=CC=C1)C)O)=O (7-{(R)-2-[(E)-3-Hydroxy-3-(2′-methyl-biphenyl-3-yl)-propenyl]-5-oxo-pyrrolidin-1-yl}-heptanoic acid methyl ester), LiOH monohydrate. Run in CO (methanol). Conditions: time 6 hour. Product: OC(/C=C/[C@@H]1N(C(CC1)=O)CCCCCCC(=O)O)C=1C=C(C=CC1)C1=C(C=CC=C1)C (7-{(R)-2-[(E)-3-Hydroxy-3-(2′-methyl-biphenyl-3-yl)-propenyl]-5-oxo-pyrrolidin-1-yl}-heptanoic acid). The yield is 73.6%. Reaction SMILES: C[O:2][C:3](=[O:33])[CH2:4][CH2:5][CH2:6][CH2:7][CH2:8][CH2:9][N:10]1[C:14](=[O:15])[CH2:13][CH2:12][C@@H:11]1/[CH:16]=[CH:17]/[CH:18]([OH:32])[C:19]1[CH:20]=[C:21]([C:25]2[CH:30]=[CH:29][CH:28]=[CH:27][C:26]=2[CH3:31])[CH:22]=[CH:23][CH:24]=1>CO>[OH:32][CH:18]([C:19]1[CH:20]=[C:21]([C:25]2[CH:30]=[CH:29][CH:28]=[CH:27][C:26]=2[CH3:31])[CH:22]=[CH:23][CH:24]=1)/[CH:17]=[CH:16]/[C@H:11]1[CH2:12][CH2:13][C:14](=[O:15])[N:10]1[CH2:9][CH2:8][CH2:7][CH2:6][CH2:5][CH2:4][C:3]([OH:33])=[O:2]. Procedure: To a methanol solution (5 mL) of 7-{(R)-2-[(E)-3-Hydroxy-3-(2′-methyl-biphenyl-3-yl)-propenyl]-5-oxo-pyrrolidin-1-yl}-heptanoic acid methyl ester (87 mg) was added an aqueous solution (2.5 mL) of LiOH monohydrate. The reaction mixture was stirred for 6 h and then concentrated to remove the methanol. The aqueous concentrate was diluted with CH2Cl2 and 1N HCl was added, extracted with CH2Cl2 and dried over MgSO4. This mixture was filtered and concentrated to yield 62 mg of 7-{(R)-2-[(E)-3-Hydroxy-... The reactants are ClC1=NC(=CC(=C1C(=O)NCC1=CC(=CC=C1)F)C)Cl (2,6-dichloro-N-(3-fluorobenzyl)-4-methyl-pyridine-3-carboxylic acid amide), N1CCSCC1 (thiomorpholine), C(=O)([O-])[O-].[Cs+].[Cs+] (Cs2CO3). The reagents and catalysts are C=1C=CC(=CC1)[P](C=2C=CC=CC2)(C=3C=CC=CC3)[Pd]([P](C=4C=CC=CC4)(C=5C=CC=CC5)C=6C=CC=CC6)([P](C=7C=CC=CC7)(C=8C=CC=CC8)C=9C=CC=CC9)[P](C=1C=CC=CC1)(C=1C=CC=CC1)C=1C=CC=CC1 (Pd(PPh3)4). Solvent: O1CCOCC1 (dioxane). Run at temperature 120 celsius. Product: ClC1=NC(=CC(=C1C(=O)NCC1=CC(=CC=C1)F)C)N1CCSCC1 (2-chloro-N-(3-fluorobenzyl)-4-methyl-6-thiomorpholino-pyridine-3-carboxylic acid amide). Yield: 49.1%. RXN SMILES: [Cl:1][C:2]1[C:7]([C:8]([NH:10][CH2:11][C:12]2[CH:17]=[CH:16][CH:15]=[C:14]([F:18])[CH:13]=2)=[O:9])=[C:6]([CH3:19])[CH:5]=[C:4](Cl)[N:3]=1.[NH:21]1[CH2:26][CH2:25][S:24][CH2:23][CH2:22]1.C([O-])([O-])=O.[Cs+].[Cs+]>O1CCOCC1.C1C=CC([P]([Pd]([P](C2C=CC=CC=2)(C2C=CC=CC=2)C2C=CC=CC=2)([P](C2C=CC=CC=2)(C2C=CC=CC=2)C2C=CC=CC=2)[P](C2C=CC=CC=2)(C2C=CC=CC=2)C2C=CC=CC=2)(C2C=CC=CC=2)C2C=CC=CC=2)=CC=1>[Cl:1][C:2]1[C:7]([C:8]([NH:10][CH2:11][C:12]2[CH:17]=[CH:16][CH:15]=[C:14]([F:18])[CH:13]=2)=[O:9])=[C:6]([CH3:19])[CH:5]=[C:4]([N:21]2[CH2:26][CH2:25][S:24][CH2:23][CH2:22]2)[N:3]=1 |f:2.3.4,^1:42,44,63,82|. Procedure details: A solution of 700 mg (2.24 mmol) 2,6-dichloro-N-(3-fluorobenzyl)-4-methyl-pyridine-3-carboxylic acid amide (synthesis is described in section a) of example 2), 280 μl (2.9 mmol) thiomorpholine and 3.95 g (12.1 mmol) Cs2CO3 in dioxane (60 ml) was degassed for 30 min followed by the addition of 285 mg (0.25 mmol) Pd(PPh3)4. Subsequently the reaction solution was heated to 120° C. for 16 h. Then the mixture was filtered through celite and concentrated in vacuo. Purification of the residue by CC (he...